This data is from the Open Reaction Database (ORD), a public repository of structured organic reaction records. The task is: describe an organic reaction: reactants, conditions, products, and yield The reactants are N([C@@H](CC(OCC1=CC=CC=C1)=O)C(=O)O)C(=O)OCC1C2=CC=CC=C2C2=CC=CC=C12 (FMOC-Asp(OBzl)), C(C(C)C)OC(=O)Cl (Isobutylchloroformate), CN1CCOCC1 (N-methylmorpholine), N([C@@H](CCC(OC(C)(C)C)=O)C(=O)N[C@@H](CC1=CC=C(C=C1)OCC1=CC=CC=C1)C(=O)OCC1=CC=CC=C1)C(=O)OCC1C2=CC=CC=C2C2=CC=CC=C12 (FMOC-Glu(OtBu)-Tyr(Bzl)-OBzl), N1CCCCC1 (piperidine). Run in C(C)(=O)OCC (ethyl acetate), CN(C=O)C (dimethylformamide). Reaction conditions: temperature -15 celsius, time 8 hour. Yields the product N([C@@H](CC(OCC1=CC=CC=C1)=O)C(=O)N[C@@H](CCC(OC(C)(C)C)=O)C(=O)N[C@@H](CC1=CC=C(C=C1)OCC1=CC=CC=C1)C(=O)OCC1=CC=CC=C1)C(=O)OCC1C2=CC=CC=C2C2=CC=CC=C12 (FMOC-Asp(OBzl)-Glu(O-tBu)-Tyr(Bzl)-OBzl). Yield: 72.0%. Reaction SMILES: [NH:1]([C:17]([O:19][CH2:20][CH:21]1[C:33]2[C:28](=[CH:29][CH:30]=[CH:31][CH:32]=2)[C:27]2[C:22]1=[CH:23][CH:24]=[CH:25][CH:26]=2)=[O:18])[C@H:2]([C:14](O)=[O:15])[CH2:3]C(=O)OCC1C=CC=CC=1.[CH2:34]([O:38][C:39](Cl)=[O:40])[CH:35]([CH3:37])[CH3:36].CN1CCOCC1.[NH:49](C(OCC1C2C(=CC=CC=2)C2C1=CC=CC=2)=O)[C@H:50]([C:60]([NH:62][C@H:63]([C:79]([O:81][CH2:82][C:83]1[CH:88]=[CH:87][CH:86]=[CH:85][CH:84]=1)=[O:80])[CH2:64][C:65]1[CH:70]=[CH:69][C:68]([O:71][CH2:72][C:73]2[CH:78]=[CH:77][CH:76]=[CH:75][CH:74]=2)=[CH:67][CH:66]=1)=[O:61])[CH2:51][CH2:52][C:53](=[O:59])[O:54][C:55]([CH3:58])([CH3:57])[CH3:56].N1CC[CH2:109][CH2:108][CH2:107]1>C(OCC)(=O)C.CN(C)C=O>[NH:1]([C:17]([O:19][CH2:20][CH:21]1[C:33]2[C:28](=[CH:29][CH:30]=[CH:31][CH:32]=2)[C:27]2[C:22]1=[CH:23][CH:24]=[CH:25][CH:26]=2)=[O:18])[C@H:2]([C:14]([NH:49][C@H:50]([C:60]([NH:62][C@H:63]([C:79]([O:81][CH2:82][C:83]1[CH:84]=[CH:85][CH:86]=[CH:87][CH:88]=1)=[O:80])[CH2:64][C:65]1[CH:66]=[CH:67][C:68]([O:71][CH2:72][C:73]2[CH:78]=[CH:77][CH:76]=[CH:75][CH:74]=2)=[CH:69][CH:70]=1)=[O:61])[CH2:51][CH2:52][C:53](=[O:59])[O:54][C:55]([CH3:58])([CH3:56])[CH3:57])=[O:15])[CH2:3][C:39](=[O:40])[O:38][CH2:34][C:35]1[CH:37]=[CH:109][CH:108]=[CH:107][CH:36]=1. Procedure: FMOC-Asp(OBzl) (4.45 g; 10 mmol) was dissolved in ethyl acetate (30 ml) and cooled down to -15° C. Isobutylchloroformate (1.5 ml; 11 mmol) was added to the solution, followed by N-methylmorpholine (1.2 ml; 11 mmol). FMOC-Glu(O-t-Bu)-Tyr(Bzl)-OBzl (29) (6 g; 7.8 mmol) was treated with 10% piperidine in dimethylformamide (100 ml) for 1 h. The solvent was removed under reduced pressure and the residue was dissolved in dimethylformamide (30 ml) and added to the first solution at -15° C. The reaction...